This data is from the Open Reaction Database (ORD), a public repository of structured organic reaction records. The task is: describe an organic reaction: reactants, conditions, products, and yield Starting materials: CN(CCN(C1=CC(=C(C=C1[N+](=O)[O-])NC1=NC=CC(=N1)C=1C=NN2C1C=CC=C2)OC)C)C (N′-(2-dimethylaminoethyl)-2-methoxy-N′-methyl-5-nitro-N-(4-pyrazolo[1,5-a]pyridin-3-ylpyrimidin-2-yl)benzene-1,4-diamine), CN(CCN(C1=CC(=C(C=C1[N+](=O)[O-])NC1=NC=CC(=N1)C=1C=NN2C1C=CC=C2)OC)C)C (N′-(2-dimethylaminoethyl)-2-methoxy-N′-methyl-5-nitro-N-(4-pyrazolo[1,5-a]pyridin-3-ylpyrimidin-2-yl)benzene-1,4-diamine), [NH4+].[Cl-] (NH4Cl), C(C)O (ethanol). The reagents and catalysts are [Fe] (iron). Run in O (water). The product is CN(CCN(C=1C(=CC(=C(C1)OC)NC1=NC=CC(=N1)C=1C=NN2C1C=CC=C2)N)C)C (N1-(2-Dimethylaminoethyl)-5-methoxy-N1-methyl-N4-(4-pyrazolo[1,5-a]pyridin-3-ylpyrimidin-2-yl)benzene-1,2,4-triamine). Yield: 78.1%. As a reaction SMILES: [CH3:1][N:2]([CH3:34])[CH2:3][CH2:4][N:5]([CH3:33])[C:6]1[C:11]([N+:12]([O-])=O)=[CH:10][C:9]([NH:15][C:16]2[N:21]=[C:20]([C:22]3[CH:23]=[N:24][N:25]4[CH:30]=[CH:29][CH:28]=[CH:27][C:26]=34)[CH:19]=[CH:18][N:17]=2)=[C:8]([O:31][CH3:32])[CH:7]=1.[NH4+].[Cl-].C(O)C>[Fe].O>[CH3:34][N:2]([CH3:1])[CH2:3][CH2:4][N:5]([CH3:33])[C:6]1[C:11]([NH2:12])=[CH:10][C:9]([NH:15][C:16]2[N:21]=[C:20]([C:22]3[CH:23]=[N:24][N:25]4[CH:30]=[CH:29][CH:28]=[CH:27][C:26]=34)[CH:19]=[CH:18][N:17]=2)=[C:8]([O:31][CH3:32])[CH:7]=1 |f:1.2|. Procedure details: A mixture of N′-(2-dimethylaminoethyl)-2-methoxy-N′-methyl-5-nitro-N-(4-pyrazolo[1,5-a]pyridin-3-ylpyrimidin-2-yl)benzene-1,4-diamine (Intermediate 159, 440 mg, 0.95 mmol), iron (319 mg, 5.71 mmol), NH4Cl (38.2 mg, 0.71 mmol), ethanol (15 mL) and water (5 mL) was heated at reflux for 1.5 h. After cooling, the mixture was concentrated in vacuo. The resulting residue was triturated in 10% CH3OH in CH2Cl2 (20 mL) for 15 minutes and the mixture was then filtered. The residues were triturated again w...